Dataset: the Open Reaction Database (ORD), a public repository of structured organic reaction records. Task: describe an organic reaction: reactants, conditions, products, and yield Starting materials: [Br-].[K+] (potassium bromide), BrBr (bromine), ClC1=C2CC(N(C2=CC=C1)C)=O (4-chloro-1-methyl-1,3-dihydro-indol-2-one), ClC1=C2CC(N(C2=CC=C1)C)=O (4-chloro-1-methyl-1,3-dihydro-indol-2-one). Solvent: O (water), S(=S)(=O)([O-])[O-].[Na+].[Na+] (sodium thiosulfate), ClCCl (dichloromethane), C([O-])(O)=O.[Na+] (sodium bicarbonate), O (Water). Conditions: temperature 68 celsius, time 5 minute. Product: BrC=1C(=C2CC(N(C2=CC1)C)=O)Cl (5-bromo-4-chloro-1-methyl-1,3-dihydro-indol-2-one). As a reaction SMILES: [Cl:1][C:2]1[CH:10]=[CH:9][CH:8]=[C:7]2[C:3]=1[CH2:4][C:5](=[O:12])[N:6]2[CH3:11].[Br-:13].[K+].BrBr>O.ClCCl.C(=O)(O)[O-].[Na+].S([O-])([O-])(=O)=S.[Na+].[Na+]>[Br:13][C:10]1[C:2]([Cl:1])=[C:3]2[C:7](=[CH:8][CH:9]=1)[N:6]([CH3:11])[C:5](=[O:12])[CH2:4]2 |f:1.2,6.7,8.9.10|. Procedure details: Water (25 mL) was added to 4-chloro-1-methyl-1,3-dihydro-indol-2-one (1.25 g, 6.9 mmol) and the resulting mixture was placed at 68° C. In a separate flask potassium bromide (1.64 g, 13.8 mmol) in water (25 mL) was treated with bromine (0.35 mL, 6.9 mmol), the resulting orange solution was added dropwise to the 4-chloro-1-methyl-1,3-dihydro-indol-2-one mixture over ca. 20 minutes. The resulting heterogeneous mixture was permitted to stir at 68° C. for an additional 5 minutes and then cooled to ro... The reactants are solution, Cl (HCl), O1CCOCC1 (1,4-dioxane), C(C)(C)(C)OC(N(C)CCOC1=C(C=CC(=C1)F)C(=O)N1CC=2C(=C3N=C(C(=C(N3N2)C)Cl)C)C1)=O ({2-[2-(6-chloro-5,7-dimethyl-1H,3H-2,4,7a,8-tetraaza-cyclopenta[a]indene-2-carbonyl)-5-fluoro-phenoxy]-ethyl}-methyl-carbamic acid tert-butyl ester). The solvent is C(Cl)Cl (DCM), CC(C)(C)OC (MTBE). Conditions: time 2 hour. Product: Cl.ClC1=C(N2N=C3C(=C2N=C1C)CN(C3)C(=O)C3=C(C=C(C=C3)F)OCCNC)C ((6-chloro-5,7-dimethyl-1H,3H-2,4,7a,8-tetraaza-cyclopenta[a]inden-2-yl)-[4-fluoro-2-(2-methylamino-ethoxy)-phenyl]-methanone hydrochloride). Isolated yield 139.0%. RXN SMILES: Cl.O1CCOCC1.C(O[C:13](=O)[N:14]([CH2:16][CH2:17][O:18][C:19]1[CH:24]=[C:23]([F:25])[CH:22]=[CH:21][C:20]=1[C:26]([N:28]1[CH2:42][C:31]2=[C:32]3[N:37]([N:38]=[C:30]2[CH2:29]1)[C:36]([CH3:39])=[C:35]([Cl:40])[C:34]([CH3:41])=[N:33]3)=[O:27])C)(C)(C)C>C(Cl)Cl.CC(OC)(C)C>[ClH:40].[Cl:40][C:35]1[C:34]([CH3:41])=[N:33][C:32]2[N:37]([N:38]=[C:30]3[CH2:29][N:28]([C:26]([C:20]4[CH:21]=[CH:22][C:23]([F:25])=[CH:24][C:19]=4[O:18][CH2:17][CH2:16][NH:14][CH3:13])=[O:27])[CH2:42][C:31]3=2)[C:36]=1[CH3:39] |f:5.6|. Procedure details: A 4M solution of HCl in 1,4-dioxane (0.72 mL; 2.9 mmol; 15 eq.) was added to a solution of {2-[2-(6-chloro-5,7-dimethyl-1H,3H-2,4,7a,8-tetraaza-cyclopenta[a]indene-2-carbonyl)-5-fluoro-phenoxy]-ethyl}-methyl-carbamic acid tert-butyl ester (100 mg; 0.19 mmol; 1 eq.) in DCM (5 mL) and the reaction mixture was stirred at room temperature for 2 hours. The residue was suspended in hot MTBE, filtered and dried to afford the title compound (60 mg, 68%) as a pale yellow solid. 1H NMR (DMSO-d6) δ 8.92-8....